From a dataset of the Open Reaction Database (ORD), a public repository of structured organic reaction records. describe an organic reaction: reactants, conditions, products, and yield The reactants are [H-].[Na+] (Sodium hydride), OC(C(C)N1C(=C(C=2C1=NC=CC2)C(=O)OC(C)(C)C)C)C ((±)-tert-butyl 1-(3-hydroxybutan-2-yl)-2-methyl-1H-pyrrolo[2,3-b]pyridine-3-carboxylate), BrCCOC (1-bromo-2-methoxyethane). Run in [Cl-].[Na+].O (brine). Conditions: temperature 40 celsius. Yields the product C(C)(C)(C)OC(=O)C1=C(N(C2=NC=CC=C21)C(C)C(C)OCCOC)C ((±)-tert-butyl-1-(3-(2-methoxyethoxy)butan-2-yl)-2-methyl-1H-pyrrolo[2,3-b]pyridine-3-carboxylate). Reaction SMILES: [H-].[Na+].[OH:3][CH:4]([CH3:24])[CH:5]([N:7]1[C:11]2=[N:12][CH:13]=[CH:14][CH:15]=[C:10]2[C:9]([C:16]([O:18][C:19]([CH3:22])([CH3:21])[CH3:20])=[O:17])=[C:8]1[CH3:23])[CH3:6].Br[CH2:26][CH2:27][O:28][CH3:29]>[Cl-].[Na+].O>[C:19]([O:18][C:16]([C:9]1[C:10]2[C:11](=[N:12][CH:13]=[CH:14][CH:15]=2)[N:7]([CH:5]([CH:4]([O:3][CH2:26][CH2:27][O:28][CH3:29])[CH3:24])[CH3:6])[C:8]=1[CH3:23])=[O:17])([CH3:22])([CH3:21])[CH3:20] |f:0.1,4.5.6|. Procedure details: Sodium hydride (0.026 g, 0.657 mmol) and (±)-tert-butyl 1-(3-hydroxybutan-2-yl)-2-methyl-1H-pyrrolo[2,3-b]pyridine-3-carboxylate (0.1 g, 0.329 mmol) were added to a 25 mL rbf and the atmosphere was purged with N2. DMF (5 mL) was added and the reaction was heated at 40° C. for 1 h. The reaction was cooled to ambient temperature and 1-bromo-2-methoxyethane (0.062 ml, 0.657 mmol) was added. The reaction was heated at 90° C. for 3 d. LCMS showed ˜60% conversion. The reaction was poured into half-sat... Reactants: CCc1cccc(CC)c1CO, Cc1ccccc1, CN(C)C=O, O=S(Cl)Cl. Yields the product CCc1cccc(CC)c1CCl. RXN SMILES: [CH2:1]([CH3:2])[c:3]1[c:4]([CH2:11][OH:12])[c:5]([CH2:9][CH3:10])[cH:6][cH:7][cH:8]1.[CH3:13][c:14]1[cH:15][cH:16][cH:17][cH:18][cH:19]1.[O:24]=[CH:25][N:26]([CH3:27])[CH3:28].[S:20]([Cl:21])([Cl:22])=[O:23]>>[CH2:1]([CH3:2])[c:3]1[c:4]([CH2:11][Cl:22])[c:5]([CH2:9][CH3:10])[cH:6][cH:7][cH:8]1. Starting materials: CC(=O)Cl, CC1(C)CCC(C)(C)c2sccc21, Cl, O, Cl[Sn](Cl)(Cl)Cl, c1ccccc1. Yields the product CC(=O)c1cc2c(s1)C(C)(C)CCC2(C)C. Reaction SMILES: [CH3:14][C:15]([Cl:16])=[O:17].[CH3:1][C:2]1([CH3:13])[CH2:3][CH2:4][C:5]([CH3:11])([CH3:12])[c:6]2[s:7][cH:8][cH:9][c:10]21.[ClH:23].[OH2:30].[Sn:18]([Cl:19])([Cl:20])([Cl:21])[Cl:22].[cH:24]1[cH:25][cH:26][cH:27][cH:28][cH:29]1>>[CH3:1][C:2]1([CH3:13])[CH2:3][CH2:4][C:5]([CH3:11])([CH3:12])[c:6]2[s:7][c:8]([C:15]([CH3:14])=[O:17])[cH:9][c:10]21. Starting materials: NC1=CC=C(C(=N1)[C@H](CC1=CC(=CC(=C1)F)F)NC(CC1=CNC2=CC=C(C=C12)F)=O)C=1C=CC(=C(C(=O)N)C1)F ((S)-5-(6-amino-2-(2-(3,5-difluorophenyl)-1-(2-(5-fluoro-1H-indol-3-yl)acetamido)ethyl)pyridin-3-yl)-2-fluorobenzamide), NC1=CC=C(C(=N1)C(CC1=CC(=CC(=C1)F)F)NC(CC1=CNC2=CC=C(C=C12)F)=O)Br (N-(1-(6-amino-3-bromopyridin-2-yl)-2-(3,5-difluorophenyl)ethyl)-2-(5-fluoro-1H-indol-3-yl)acetamide), OCC=1C=C(C=CC1)B(O)O ((3-(hydroxymethyl)phenyl)boronic acid). The product is NC1=CC=C(C(=N1)C(CC1=CC(=CC(=C1)F)F)NC(CC1=CNC2=CC=C(C=C12)F)=O)C1=CC(=CC=C1)CO (N-(1-(6-amino-3-(3-(hydroxymethyl)phenyl)pyridin-2-yl)-2-(3,5-difluorophenyl)ethyl)-2-(5-fluoro-1H-indol-3-yl)acetamide). As a reaction SMILES: [NH2:1][C:2]1[N:7]=[C:6]([C@@H:8]([NH:18][C:19](=[O:31])[CH2:20][C:21]2[C:29]3[C:24](=[CH:25][CH:26]=[C:27]([F:30])[CH:28]=3)[NH:23][CH:22]=2)[CH2:9][C:10]2[CH:15]=[C:14]([F:16])[CH:13]=[C:12]([F:17])[CH:11]=2)[C:5]([C:32]2[CH:33]=[CH:34][C:35](F)=[C:36]([CH:40]=2)[C:37](N)=[O:38])=[CH:4][CH:3]=1.NC1N=C(C(NC(=O)CC2C3C(=CC=C(F)C=3)NC=2)CC2C=C(F)C=C(F)C=2)C(Br)=CC=1.OCC1C=C(B(O)O)C=CC=1>>[NH2:1][C:2]1[N:7]=[C:6]([CH:8]([NH:18][C:19](=[O:31])[CH2:20][C:21]2[C:29]3[C:24](=[CH:25][CH:26]=[C:27]([F:30])[CH:28]=3)[NH:23][CH:22]=2)[CH2:9][C:10]2[CH:15]=[C:14]([F:16])[CH:13]=[C:12]([F:17])[CH:11]=2)[C:5]([C:32]2[CH:33]=[CH:34][CH:35]=[C:36]([CH2:37][OH:38])[CH:40]=2)=[CH:4][CH:3]=1. Procedure: The title compound was prepared according to the method presented for the synthesis of compound 1H of Example 1 utilizing 1G and (3-(hydroxymethyl)phenyl)boronic acid. 1H NMR (400 MHz, CDCl3) δ 8.09 (s, 1H), 7.65 (d, J=8.9 Hz, 1H), 7.52 (d, J=9.1 Hz, 1H), 7.42-7.38 (m, 2H), 7.38-7.16 (m, 1H), 7.11 (s, 1H), 7.02 (s, 1H), 6.81 (d, J=9.5 Hz, 2H), 6.58 (d, J=8.8 Hz, 1H), 6.43 (s, 1H), 6.17 (m, 2H), 5.35-5.24 (m, 1H), 4.71 (s, 2H), 3.53 (s, 2H), 2.96-2.84 (m, 1H), 2.81 (d, J=7.1 Hz, 1H). MS (m/z) 531... The reactants are C1CCOC1, Clc1cc(N2CCOCC2)nc(Oc2cccnc2)n1, NN. The product is NNc1cc(N2CCOCC2)nc(Oc2cccnc2)n1. RXN SMILES: [CH2:23]1[O:24][CH2:25][CH2:26][CH2:27]1.[Cl:1][c:2]1[cH:3][c:4]([N:15]2[CH2:16][CH2:17][O:18][CH2:19][CH2:20]2)[n:5][c:6]([O:8][c:9]2[cH:10][n:11][cH:12][cH:13][cH:14]2)[n:7]1.[NH2:21][NH2:22]>>[c:2]1([NH:21][NH2:22])[cH:3][c:4]([N:15]2[CH2:16][CH2:17][O:18][CH2:19][CH2:20]2)[n:5][c:6]([O:8][c:9]2[cH:10][n:11][cH:12][cH:13][cH:14]2)[n:7]1. Reactants: CNCCC1=CSC=C1Cl (N-methyl 4-chloro-thiophene-3-ethylamine), C1C(C2=CC=CC=C2)O1 (styrene oxide). Product: OC(CN(CCC1=CSC=C1Cl)C)C1=CC=CC=C1 (N-(2-Hydroxy-2-phenylethyl)N-methyl 4-chloro-thiophene-3-ethylamine). As a reaction SMILES: [CH3:1][NH:2][CH2:3][CH2:4][C:5]1[C:9]([Cl:10])=[CH:8][S:7][CH:6]=1.[CH2:11]1[O:19][CH:12]1[C:13]1[CH:18]=[CH:17][CH:16]=[CH:15][CH:14]=1>>[OH:19][CH:12]([C:13]1[CH:18]=[CH:17][CH:16]=[CH:15][CH:14]=1)[CH2:11][N:2]([CH3:1])[CH2:3][CH2:4][C:5]1[C:9]([Cl:10])=[CH:8][S:7][CH:6]=1. Procedure details: N-methyl 4-chloro-thiophene-3-ethylamine was reacted with styrene oxide as described in Example 20(b) to give the title product as an oil. Starting materials: C1CCOC1, CCOC(=O)C(F)(F)F, NCCC(O)c1cccc(Br)c1. Yields the product O=C(NCCC(O)c1cccc(Br)c1)C(F)(F)F. RXN SMILES: [CH2:22]1[O:23][CH2:24][CH2:25][CH2:26]1.[F:13][C:14]([C:15](=[O:16])[O:17][CH2:18][CH3:19])([F:20])[F:21].[NH2:1][CH2:2][CH2:3][CH:4]([OH:5])[c:6]1[cH:7][c:8]([Br:12])[cH:9][cH:10][cH:11]1>>[NH:1]([CH2:2][CH2:3][CH:4]([OH:5])[c:6]1[cH:7][c:8]([Br:12])[cH:9][cH:10][cH:11]1)[C:15]([C:14]([F:13])([F:20])[F:21])=[O:16]. The reactants are C(C)(=O)NCC1=C(C(=CC(=C1)C(C)(C)C)S(=O)(=O)Cl)O (2-acetamidomethyl-6-chlorosulfonyl-4-(1,1-dimethylethyl)-phenol), CNC (dimethylamine). Product: Cl.NCC1=C(C(=CC(=C1)C(C)(C)C)S(N(C)C)(=O)=O)O (2-Aminomethyl-4-(1,1-dimethylethyl)-6-dimethylsulfamoylphenol hydrochloride). RXN SMILES: C([NH:4][CH2:5][C:6]1[CH:11]=[C:10]([C:12]([CH3:15])([CH3:14])[CH3:13])[CH:9]=[C:8]([S:16]([Cl:19])(=[O:18])=[O:17])[C:7]=1[OH:20])(=O)C.[CH3:21][NH:22][CH3:23]>>[ClH:19].[NH2:4][CH2:5][C:6]1[CH:11]=[C:10]([C:12]([CH3:15])([CH3:14])[CH3:13])[CH:9]=[C:8]([S:16](=[O:18])(=[O:17])[N:22]([CH3:23])[CH3:21])[C:7]=1[OH:20] |f:2.3|. Reported procedure: This compound is prepared analogously to Examples 11 c and 11 d from 2-acetamidomethyl-6-chlorosulfonyl-4-(1,1-dimethylethyl)-phenol and dimethylamine. Reaction SMILES: I[C:2]1[C:10]2[C:5](=[CH:6][CH:7]=[C:8]([N:11]([S:19]([C:22]3[CH:27]=[CH:26][CH:25]=[CH:24][C:23]=3[S:28]([CH3:31])(=[O:30])=[O:29])(=[O:21])=[O:20])C(OC(C)(C)C)=O)[CH:9]=2)[N:4](C(OC(C)(C)C)=O)[N:3]=1.C(OC([N:46]1[C:54]2[C:49](=[CH:50][CH:51]=[CH:52][N:53]=2)[CH:48]=[C:47]1B(O)O)=O)(C)(C)C.C(=O)([O-])O.[Na+]>CN(C)C=O>[CH3:31][S:28]([C:23]1[CH:24]=[CH:25][CH:26]=[CH:27][C:22]=1[S:19]([NH:11][C:8]1[CH:9]=[C:10]2[C:5](=[CH:6][CH:7]=1)[NH:4][N:3]=[C:2]2[C:47]1[NH:46][C:54]2=[N:53][CH:52]=[CH:51][CH:50]=[C:49]2[CH:48]=1)(=[O:20])=[O:21])(=[O:30])=[O:29] |f:2.3|. Reactants: IC1=NN(C2=CC=C(C=C12)N(C(=O)OC(C)(C)C)S(=O)(=O)C1=C(C=CC=C1)S(=O)(=O)C)C(=O)OC(C)(C)C (tert-butyl 3-iodo-5-(N-tert-butoxycarbonyl-2-methylsulfonylbenzenesulfonylamino)indazole-1-carboxylate), tetrakis(triphenylphosphine)palladium[0], C(C)(C)(C)OC(=O)N1C(=CC2=CC=CN=C12)B(O)O (1-(tert-butoxycarbonyl)-7-azaindole-2-boronic acid), C(O)([O-])=O.[Na+] (sodium hydrogencarbonate). Product: CS(=O)(=O)C1=C(C=CC=C1)S(=O)(=O)NC=1C=C2C(=NNC2=CC1)C1=CC=2C(=NC=CC2)N1 (2-methylsulfonyl-N-[3-(1H-pyrrolo[2,3-b]pyridin-2-yl)-1H-indazol-5-yl]benzenesulfonamide). Solvent: CN(C=O)C (dimethylformamide). Isolated yield 45.9%. Procedure details: 2-Methylsulfonyl-N-[3-(1H-pyrrolo[2,3-b]pyridin-2-yl)-1H-indazol-5-yl]benzenesulfonamide can be obtained as described in Example 47 from 157.7 mg of tert-butyl 3-iodo-5-(N-tert-butoxycarbonyl-2-methylsulfonylbenzenesulfonylamino)indazole-1-carboxylate, 122 mg of 1-(tert-butoxycarbonyl)-7-azaindole-2-boronic acid, 7 ml of dimethylformamide, 500 μl of a saturated aqueous sodium hydrogencarbonate solution and 6.7 mg of tetrakis(triphenylphosphine)palladium[0]. 50 mg of 2-methylsulfonyl-N-[3-(1H-pyr... Reactants: O=C([O-])O, NC(=O)C1=CCNCC1, Cl, [Na+]. The product is NC(=O)C1=CCNCC1. As a reaction SMILES: [C:11](=[O:12])([O-:13])[OH:14].[C:2]([NH2:3])(=[O:4])[C:5]1=[CH:10][CH2:9][NH:8][CH2:7][CH2:6]1.[ClH:1].[Na+:15]>>[C:2]([NH2:3])(=[O:4])[C:5]1=[CH:6][CH2:7][NH:8][CH2:9][CH2:10]1.